From a dataset of the Open Reaction Database (ORD), a public repository of structured organic reaction records. describe an organic reaction: reactants, conditions, products, and yield Starting materials: [Al+3], CCOC(=O)c1cc(-c2ccc(C(F)(F)F)c(F)c2)on1, [H-], [H-], [H-], [H-], [Li+], C1CCOC1. Yields the product OCc1cc(-c2ccc(C(F)(F)F)c(F)c2)on1. RXN SMILES: [Al+3:23].[F:1][c:2]1[cH:3][c:4](-[c:12]2[cH:13][c:14]([C:17](=[O:18])[O:19][CH2:20][CH3:21])[n:15][o:16]2)[cH:5][cH:6][c:7]1[C:8]([F:9])([F:10])[F:11].[H-:22].[H-:25].[H-:26].[H-:27].[Li+:24].[O:28]1[CH2:29][CH2:30][CH2:31][CH2:32]1>>[F:1][c:2]1[cH:3][c:4](-[c:12]2[cH:13][c:14]([CH2:17][OH:18])[n:15][o:16]2)[cH:5][cH:6][c:7]1[C:8]([F:9])([F:10])[F:11]. Reactants: Cl.NC1C(NC2=C(C=CC=C2C1)C)=O (3-amino-8-methyl-3,4-dihydrocarbostyril hydrochloride), ClCCl.O (dichloromethane water), C(C)I (ethyl iodide), C([O-])([O-])=O.[K+].[K+] (potassium carbonate), CC(=O)C (acetone). Conditions: temperature 120 celsius. The product is Cl.C(C)N(C1C(NC2=C(C=CC=C2C1)C)=O)CC (3-diethylamino-8-methyl-3,4-dihydrocarbostyril hydrochloride). Reaction SMILES: Cl.[NH2:2][CH:3]1[CH2:12][C:11]2[C:6](=[C:7]([CH3:13])[CH:8]=[CH:9][CH:10]=2)[NH:5][C:4]1=[O:14].[CH2:15](I)[CH3:16].C(=O)([O-])[O-].[K+].[K+].[Cl:24]CCl.O.[CH3:28][C:29](C)=O>>[ClH:24].[CH2:28]([N:2]([CH2:15][CH3:16])[CH:3]1[CH2:12][C:11]2[C:6](=[C:7]([CH3:13])[CH:8]=[CH:9][CH:10]=2)[NH:5][C:4]1=[O:14])[CH3:29] |f:0.1,3.4.5,6.7,9.10|. Procedure: 1.6 Grams of 3-amino-8-methyl-3,4-dihydrocarbostyril hydrochloride was suspended in 30 ml of acetone, then 2.6 g of ethyl iodide and 2.6 g of potassium carbonate were added thereto, next the mixture was placed in a sealed tube and reacted by heating at 120° C. for 10 hours. To the reaction mixture, was added dichloromethane-water, and the organic layer was collected by separation. The organic layer was washed with water, then dried with anhydrous sodium sulfate. The solvent was removed by evapor... Reaction SMILES: [Br:1][c:2]1[cH:3][cH:4][c:5]([C:8]([F:9])([F:10])[F:11])[cH:6][cH:7]1.[CH2:22]1[O:23][CH2:24][CH2:25][CH2:26]1.[Cl-:27].[Cl-:29].[Cl:12][c:13]1[cH:14][cH:15][cH:16][c:17]2[c:18]1[n:19][cH:20][s:21]2.[Zn+2:28].[cH:30]1[cH:31][cH:32][c:33]([P:34]([Pd:35]([P:36]([c:37]2[cH:38][cH:39][cH:40][cH:41][cH:42]2)([c:43]2[cH:44][cH:45][cH:46][cH:47][cH:48]2)[c:49]2[cH:50][cH:51][cH:52][cH:53][cH:54]2)([P:55]([c:56]2[cH:57][cH:58][cH:59][cH:60][cH:61]2)([c:62]2[cH:63][cH:64][cH:65][cH:66][cH:67]2)[c:68]2[cH:69][cH:70][cH:71][cH:72][cH:73]2)[P:74]([c:75]2[cH:76][cH:77][cH:78][cH:79][cH:80]2)([c:81]2[cH:82][cH:83][cH:84][cH:85][cH:86]2)[c:87]2[cH:88][cH:89][cH:90][cH:91][cH:92]2)([c:93]2[cH:94][cH:95][cH:96][cH:97][cH:98]2)[c:99]2[cH:100][cH:101][cH:102][cH:103][cH:104]2)[cH:105][cH:106]1>>[c:2]1(-[c:13]2[cH:14][cH:15][cH:16][c:17]3[c:18]2[n:19][cH:20][s:21]3)[cH:3][cH:4][c:5]([C:8]([F:9])([F:10])[F:11])[cH:6][cH:7]1. The product is FC(F)(F)c1ccc(-c2cccc3scnc23)cc1. Reactants: FC(F)(F)c1ccc(Br)cc1, C1CCOC1, [Cl-], [Cl-], Clc1cccc2scnc12, [Zn+2], c1ccc(P(c2ccccc2)(c2ccccc2)[Pd](P(c2ccccc2)(c2ccccc2)c2ccccc2)(P(c2ccccc2)(c2ccccc2)c2ccccc2)P(c2ccccc2)(c2ccccc2)c2ccccc2)cc1. Starting materials: C1(=CC=CC=C1)S(=O)(=O)N[C@@H](C(=O)O)CC#C ((R)-2-(benzenesulfonamido)pent-4-ynoic acid), C=1C=CC2=C(C1)N=NN2O (HOBt), CCN(C(C)C)C(C)C (iPr2NEt), COC(CN)OC ((2,2-dimethoxyethyl)amine), CCN=C=NCCCN(C)C (EDCI). The solvent is CN(C)C=O (DMF). Reaction conditions: time 24 hour. Product: COC(CNC([C@@H](CC#C)NS(=O)(=O)C1=CC=CC=C1)=O)OC ((R)-N-(2.2-dimethoxyethyl)-2-(benzenesulfonamido)pent-4-ynamide). RXN SMILES: [C:1]1([S:7]([NH:10][C@H:11]([CH2:15][C:16]#[CH:17])[C:12]([OH:14])=O)(=[O:9])=[O:8])[CH:6]=[CH:5][CH:4]=[CH:3][CH:2]=1.C1C=CC2N(O)N=NC=2C=1.CCN(C(C)C)C(C)C.[CH3:37][O:38][CH:39]([O:42][CH3:43])[CH2:40][NH2:41].CCN=C=NCCCN(C)C>CN(C=O)C>[CH3:37][O:38][CH:39]([O:42][CH3:43])[CH2:40][NH:41][C:12](=[O:14])[C@H:11]([NH:10][S:7]([C:1]1[CH:2]=[CH:3][CH:4]=[CH:5][CH:6]=1)(=[O:8])=[O:9])[CH2:15][C:16]#[CH:17]. Procedure: A mixture of (R)-2-(benzenesulfonamido)pent-4-ynoic acid (11.66 g, 46.04 mmol), HOBt (7.46 g, 55.24 mmol), iPr2NEt (7.13 g, 55.24 mmol), (2,2-dimethoxyethyl)amine (5.81 g, 55.24 mmol), and EDCI (10.53 g, 55.24 mmol) in DMF (100 mL) was stirred for 24 h at RT. The reaction mixture was concentrated and taken up in H2O (100 mL). The aqueous layer was extracted with EtOAc (3×), dried over MgSO4, and concentrated to afford the title compound. 1H NMR (400 MHz, CDCl3): δ 2.43 (m, 2H), 2.71 (s, 3H), 2.8... Reactants: C(C)(C)(C)OC(=O)NC(CO)C1=CC=C(C(=O)OCCC)C=C1 (Propyl 4-(1-tert-Butoxycarbonylamino-2-hydroxy-ethyl)-benzoate). Solvent: CO (MeOH). Reaction conditions: time 16 hour. Yields the product C(CC)OC(=O)C1CCC(CC1)C(CO)NC(=O)OC(C)(C)C (4-(1-tert-Butoxycarbonylamino-2-hydroxy-ethyl)-cyclohexanecarboxylic acid propyl ester). Yield: 89.9%. As a reaction SMILES: [C:1]([O:5][C:6]([NH:8][CH:9]([C:12]1[CH:23]=[CH:22][C:15]([C:16]([O:18][CH2:19][CH2:20][CH3:21])=[O:17])=[CH:14][CH:13]=1)[CH2:10][OH:11])=[O:7])([CH3:4])([CH3:3])[CH3:2]>CO>[CH2:19]([O:18][C:16]([CH:15]1[CH2:22][CH2:23][CH:12]([CH:9]([NH:8][C:6]([O:5][C:1]([CH3:2])([CH3:4])[CH3:3])=[O:7])[CH2:10][OH:11])[CH2:13][CH2:14]1)=[O:17])[CH2:20][CH3:21]. Reported procedure: Propyl 4-(1-tert-Butoxycarbonylamino-2-hydroxy-ethyl)-benzoate (3) (5.35 g, 16.5 mmol) was dissolved in MeOH (150 mL). Argon was bubbled for 20 minutes. 5% Rh/C (1 g) was charged to the solution and argon was bubbled for another 10 minutes. The reaction mixture was stirred at 60 psi hydrogen pressure for 16 hours then at 100 psi for 7 days. Another portion of 10% Rh/C 1% Pd/C (1.2 g) was added. The reaction mixture was stirred at 100 psi hydrogen pressure for another 7 days after which LC/MS ana... As a reaction SMILES: [BH4-:33].[C:1]([CH3:2])(=[O:3])[N:4]1[CH2:5][CH2:6][N:7]([c:10]2[cH:11][cH:12][c:13]([NH:16][c:17]3[n:18][cH:19][c:20]4[c:21]([n:22]3)[n:23]([CH:28]([CH2:29][CH3:30])[CH2:31][CH3:32])[c:24]([CH:26]=[O:27])[cH:25]4)[cH:14][cH:15]2)[CH2:8][CH2:9]1.[CH3:35][OH:36].[Na+:34]>>[C:1]([CH3:2])(=[O:3])[N:4]1[CH2:5][CH2:6][N:7]([c:10]2[cH:11][cH:12][c:13]([NH:16][c:17]3[n:18][cH:19][c:20]4[c:21]([n:22]3)[n:23]([CH:28]([CH2:29][CH3:30])[CH2:31][CH3:32])[c:24]([CH2:26][OH:27])[cH:25]4)[cH:14][cH:15]2)[CH2:8][CH2:9]1. The reactants are [BH4-], CCC(CC)n1c(C=O)cc2cnc(Nc3ccc(N4CCN(C(C)=O)CC4)cc3)nc21, CO, [Na+]. Yields the product CCC(CC)n1c(CO)cc2cnc(Nc3ccc(N4CCN(C(C)=O)CC4)cc3)nc21.